Dataset: the Open Reaction Database (ORD), a public repository of structured organic reaction records. Task: describe an organic reaction: reactants, conditions, products, and yield Procedure: To (−)-4-{[(1-propyl-1H-imidazol-5-yl)methyl]sulfenyl}phenylamine di-p-toluoyl-D-tartarate monohydrate (5 g) were added 1N hydrochloric acid (25 ml) and ethyl acetate (15 ml) to effect reverse extraction. To the aqueous layer was added aqueous 25% potassium carbonate solution (25 ml)(pH 9) and the mixture was extracted with 25 ml of ethyl acetate —IPA (4:1) three times. The organic layer was washed with saturated brine (25 ml) and dried with magnesium sulfate. The solvent was distilled off to gi... The product is C(CC)N1C=NC=C1CS(=O)C1=CC=C(C=C1)N ((−)-4-{[(1-propyl-1H-imidazol-5-yl)methyl]sulfinyl}-phenylamine). The reactants are O.C1(=CC=C(C=C1)C(=O)[C@@]([C@@](C(=O)O)(O)C(=O)C1=CC=C(C=C1)C)(O)C(=O)O)C.C(CC)N1C=NC=C1CSC1=CC=C(C=C1)N ((−)-4-{[(1-propyl-1H-imidazol-5-yl)methyl]sulfenyl}phenylamine di-p-toluoyl-D-tartarate monohydrate), Cl (hydrochloric acid). Solvent: C(C)(=O)OCC (ethyl acetate). Reaction SMILES: O.C1(C)C=CC(C([C@](C(O)=O)(O)[C@](C(C2C=CC(C)=CC=2)=O)(O)C(O)=O)=[O:9])=CC=1.[CH2:30]([N:33]1[C:37]([CH2:38][S:39][C:40]2[CH:45]=[CH:44][C:43]([NH2:46])=[CH:42][CH:41]=2)=[CH:36][N:35]=[CH:34]1)[CH2:31][CH3:32].Cl>C(OCC)(=O)C>[CH2:30]([N:33]1[C:37]([CH2:38][S:39]([C:40]2[CH:41]=[CH:42][C:43]([NH2:46])=[CH:44][CH:45]=2)=[O:9])=[CH:36][N:35]=[CH:34]1)[CH2:31][CH3:32] |f:0.1.2|. The product is NC1=NC=CC=C1[N+](=O)[O-] (2-amino-3-nitropyridine). The reactants are ClC1=NC=CC=C1 (2-chloropyridine), S(O)(O)(=O)=O (sulfuric acid), ClC1=NC=CC=C1[N+](=O)[O-] (2-chloro-3-nitropyridine), C(C)(=O)[O-].[NH4+] (ammonium acetate). Procedure: A general synthesis route begins with 2-chloropyridine which is nitrated in the presence of sulfuric acid to make 2-chloro-3-nitropyridine. This material is reacted with ammonium acetate in the presence of diglyme at about 160° C. to form 2-amino-3-nitropyridine which is reduced to form 2,3-diaminopyridine. The 2,3-diaminopyridine is reacted with 2-thiophenecarboxylic acid in the presence of polyphosphoric acid at about 125° C. to prepare 2-(2-thienyl)imidazolo [4,5]pyridine. RXN SMILES: ClC1C=CC=C[N:3]=1.S(=O)(=O)(O)O.Cl[C:14]1[C:19]([N+:20]([O-:22])=[O:21])=[CH:18][CH:17]=[CH:16][N:15]=1.C([O-])(=O)C.[NH4+]>COCCOCCOC>[NH2:3][C:14]1[C:19]([N+:20]([O-:22])=[O:21])=[CH:18][CH:17]=[CH:16][N:15]=1 |f:3.4|. Run in COCCOCCOC (diglyme).